This data is from the Open Reaction Database (ORD), a public repository of structured organic reaction records. The task is: describe an organic reaction: reactants, conditions, products, and yield Run at temperature 100 celsius, time 4 hour. The yield is 51.9%. The reagents and catalysts are C1=CC=C(C=C1)P([C-]2C=CC=C2)C3=CC=CC=C3.C1=CC=C(C=C1)P([C-]2C=CC=C2)C3=CC=CC=C3.Cl[Pd]Cl.[Fe+2] (Pd(dppf)Cl2). Procedure details: To a solution of 6-bromo-1H-indazol-3-amine (2.1 g, 10.0 mmol) in dioxane (100 mL) and sodium carbonate (1N, 40 mL) were added 3-(ethoxycarbonyl)phenylboronic acid (1.94 g, 10.0 mmol) and Pd(dppf)Cl2 (816 mg, 1.0 mmol). After the reaction was stirred at 100° C. for 4 hours and cooled to room temperature, the mixture was filtered through Celite and washed by ethyl acetate. The combined organic solution was washed by brine, dried with sodium sulfate and concentrated in vacuo. The crude residue was... Starting materials: BrC1=CC=C2C(=NNC2=C1)N (6-bromo-1H-indazol-3-amine), C(C)OC(=O)C=1C=C(C=CC1)B(O)O (3-(ethoxycarbonyl)phenylboronic acid). Product: NC1=NNC2=CC(=CC=C12)C=1C=C(C(=O)OCC)C=CC1 (Ethyl 3-(3-amino-1H-indazol-6-yl)benzoate). Run in O1CCOCC1 (dioxane), C([O-])([O-])=O.[Na+].[Na+] (sodium carbonate). As a reaction SMILES: Br[C:2]1[CH:10]=[C:9]2[C:5]([C:6]([NH2:11])=[N:7][NH:8]2)=[CH:4][CH:3]=1.[CH2:12]([O:14][C:15]([C:17]1[CH:18]=[C:19](B(O)O)[CH:20]=[CH:21][CH:22]=1)=[O:16])[CH3:13]>O1CCOCC1.C(=O)([O-])[O-].[Na+].[Na+].C1C=CC(P(C2C=CC=CC=2)[C-]2C=CC=C2)=CC=1.C1C=CC(P(C2C=CC=CC=2)[C-]2C=CC=C2)=CC=1.Cl[Pd]Cl.[Fe+2]>[NH2:11][C:6]1[C:5]2[C:9](=[CH:10][C:2]([C:21]3[CH:22]=[C:17]([CH:18]=[CH:19][CH:20]=3)[C:15]([O:14][CH2:12][CH3:13])=[O:16])=[CH:3][CH:4]=2)[NH:8][N:7]=1 |f:3.4.5,6.7.8.9|. Reactants: COC=1C=CCC=CC1 (3-methoxycycloheptatriene), Cl (hydrogen chloride). Solvent: CO (methanol). Product: COC1=CC=CC=CC1 (1-methoxycycloheptatriene). RXN SMILES: [CH3:1][O:2][C:3]1[CH:4]=[CH:5][CH2:6][CH:7]=[CH:8][CH:9]=1.Cl>CO>[CH3:1][O:2][C:3]1[CH2:4][CH:5]=[CH:6][CH:7]=[CH:8][CH:9]=1. Procedure: In the first step of the above synthesis, warm water is used to dissolve the cycloheptatrienyl tetrafluoborate (tropylium tetrafluoborate) (I) salt under a nitrogen atmosphere. Methanol is added to the resulting aqueous solution of (I), followed by the addition of solid sodium bicarbonate to give the reaction product 7-methoxycycloheptatriene (II). The 7-methoxycycloheptatriene (II) is isomerized by heating at 150° C. for two hours to produce 3-methoxycycloheptatriene (III). In the third step, 3... The reactants are ClCCCCC(=O)C1=CC(=CC=C1)C(F)(F)F (5-chloro-1-[3-(trifluoromethyl)phenyl]-1-pentanone), N1CCC(CC1)C=1C=C(C=CC1)NC(=O)C1CC1 (N-[3-(4-piperidinyl)phenyl]cyclopropanecarboxamide). The product is O=C(CCCCN1CCC(CC1)C=1C=C(C=CC1)NC(=O)C1CC1)C1=CC(=CC=C1)C(F)(F)F (N-[3-(1-{5-OXO-5-[3-(TRIFLUOROMETHYL)PHENYL]PENTYL}-4-PIPERIDINYL)PHENYL]CYCLOPROPANECARBOXAMIDE). Reaction SMILES: Cl[CH2:2][CH2:3][CH2:4][CH2:5][C:6]([C:8]1[CH:13]=[CH:12][CH:11]=[C:10]([C:14]([F:17])([F:16])[F:15])[CH:9]=1)=[O:7].[NH:18]1[CH2:23][CH2:22][CH:21]([C:24]2[CH:25]=[C:26]([NH:30][C:31]([CH:33]3[CH2:35][CH2:34]3)=[O:32])[CH:27]=[CH:28][CH:29]=2)[CH2:20][CH2:19]1>>[O:7]=[C:6]([C:8]1[CH:13]=[CH:12][CH:11]=[C:10]([C:14]([F:17])([F:16])[F:15])[CH:9]=1)[CH2:5][CH2:4][CH2:3][CH2:2][N:18]1[CH2:23][CH2:22][CH:21]([C:24]2[CH:25]=[C:26]([NH:30][C:31]([CH:33]3[CH2:34][CH2:35]3)=[O:32])[CH:27]=[CH:28][CH:29]=2)[CH2:20][CH2:19]1. Reported procedure: Prepared by Procedure K and Scheme B1 using 5-chloro-1-[3-(trifluoromethyl)phenyl]-1-pentanone and N-[3-(4-piperidinyl)phenyl]cyclopropanecarboxamide: ESMS m/e: 473.2 (M+H)+. Starting materials: CC(=O)Cl, CNc1cc(C(=O)OC)c(N)cc1C(F)(F)F, C1COCCO1. Product: COC(=O)c1cc(N(C)C(C)=O)c(C(F)(F)F)cc1N. RXN SMILES: [CH3:18][C:19]([Cl:20])=[O:21].[CH3:1][O:2][C:3]([c:4]1[c:5]([NH2:16])[cH:6][c:7]([C:12]([F:13])([F:14])[F:15])[c:8]([NH:10][CH3:11])[cH:9]1)=[O:17].[O:22]1[CH2:23][CH2:24][O:25][CH2:26][CH2:27]1>>[CH3:1][O:2][C:3]([c:4]1[c:5]([NH2:16])[cH:6][c:7]([C:12]([F:13])([F:14])[F:15])[c:8]([N:10]([CH3:11])[C:19]([CH3:18])=[O:21])[cH:9]1)=[O:17]. Yields the product C(=O)(OC)CCC(C=CC(=O)O)(C)C (6-carbomethoxy-4,4-dimethyl-2-hexenoic acid). Procedure details: The process of claim 1 wherein methyl 3,3-dimethyl-2-dimethylaminocyclobutanecarboxylate is reacted with acetic anhydride to produce 6-carbomethoxy-4,4-dimethyl-2-hexenoic acid. RXN SMILES: [CH3:1][C:2]1([CH3:13])[CH2:5][CH:4]([C:6]([O:8][CH3:9])=[O:7])[CH:3]1N(C)C.[C:14]([O:17]C(=O)C)(=[O:16])[CH3:15]>>[C:6]([CH2:4][CH2:5][C:2]([CH3:13])([CH3:1])[CH:3]=[CH:15][C:14]([OH:17])=[O:16])([O:8][CH3:9])=[O:7]. The reactants are CC1(C(C(C1)C(=O)OC)N(C)C)C (methyl 3,3-dimethyl-2-dimethylaminocyclobutanecarboxylate), C(C)(=O)OC(C)=O (acetic anhydride). The reactants are CC(C)(C)OC(=O)NCC#CCO, OCC=CCO. Yields the product CC(C)(C)OC(=O)NCC=CCO. RXN SMILES: [C:7]([CH3:8])([CH3:9])([CH3:10])[O:11][C:12](=[O:13])[NH:14][CH2:15][C:16]#[C:17][CH2:18][OH:19].[CH2:1]([OH:2])[CH:3]=[CH:4][CH2:5][OH:6]>>[C:7]([CH3:8])([CH3:9])([CH3:10])[O:11][C:12](=[O:13])[NH:14][CH2:15][CH:16]=[CH:17][CH2:18][OH:19]. Starting materials: C(C)OC(CC1CCN(CC1)C1=CC=C(C=C1)[N+](=O)[O-])=O ([1-(4-nitro-phenyl)-piperidin-4-yl]-acetic acid ethyl ester), [H][H] (hydrogen). Reagents/catalysts: [Pd] (palladium on carbon). Solvent: C1CCOC1 (THF). Yields the product C(C)OC(CC1CCN(CC1)C1=CC=C(C=C1)N)=O ([1-(4-amino-phenyl)-piperidin-4-yl]-acetic acid ethyl ester). As a reaction SMILES: [CH2:1]([O:3][C:4](=[O:21])[CH2:5][CH:6]1[CH2:11][CH2:10][N:9]([C:12]2[CH:17]=[CH:16][C:15]([N+:18]([O-])=O)=[CH:14][CH:13]=2)[CH2:8][CH2:7]1)[CH3:2].[H][H]>C1COCC1.[Pd]>[CH2:1]([O:3][C:4](=[O:21])[CH2:5][CH:6]1[CH2:7][CH2:8][N:9]([C:12]2[CH:17]=[CH:16][C:15]([NH2:18])=[CH:14][CH:13]=2)[CH2:10][CH2:11]1)[CH3:2]. Procedure details: A mixture of intermediate (3) (0.0055 mol) in THF (50 ml) was hydrogenated with palladium on carbon (10%; 0.16 g) as a catalyst for 30 minutes at a temperature of 50° C. After uptake of hydrogen (1 equivalent), the catalyst was filtered off and the filtrate was evaporated, yielding [1-(4-amino-phenyl)-piperidin-4-yl]-acetic acid ethyl ester (intermediate 4). Reactants: ClCC[Si](OC)(OC)OC (2-chloroethyltrimethoxysilane), [N-]=[N+]=[N-].[Na+] (sodium azide), Example 1 ( a ). Run in C(C)#N (acetonitrile). The product is N(=[N+]=[N-])CC[Si](OC)(OC)OC (2-azidoethyltrimethoxysilane). Reaction SMILES: Cl[CH2:2][CH2:3][Si:4]([O:9][CH3:10])([O:7][CH3:8])[O:5][CH3:6].[N-:11]=[N+:12]=[N-:13].[Na+]>C(#N)C>[N:11]([CH2:2][CH2:3][Si:4]([O:9][CH3:10])([O:7][CH3:8])[O:5][CH3:6])=[N+:12]=[N-:13] |f:1.2|. Procedure: 1.0 mole of 2-chloroethyltrimethoxysilane and 1.1 moles of sodium azide in 500 ml of acetonitrile were heated in the presence of 3 mole percent of the catalyst described in Example 1 (a) for ten hours under stirring and reflux. After separation of the salt the subsequent distillation under reduced pressure gave the 2-azidoethyltrimethoxysilane in a yield of 61 weight percent with the following characteristics: